This data is from the Open Reaction Database (ORD), a public repository of structured organic reaction records. The task is: describe an organic reaction: reactants, conditions, products, and yield As a reaction SMILES: [CH2:8]1[CH2:9][NH:10][CH2:11][CH2:12][NH:13]1.[CH3:14][C:15](=[O:16])[CH3:17].[Cl:1][c:2]1[n:3][cH:4][cH:5][n:6][cH:7]1.[ClH:18].[OH2:19]>>[c:2]1([N:10]2[CH2:9][CH2:8][NH:13][CH2:12][CH2:11]2)[n:3][cH:4][cH:5][n:6][cH:7]1. The reactants are C1CNCCN1, CC(C)=O, Clc1cnccn1, Cl, O. The product is c1cnc(N2CCNCC2)cn1.